This data is from the Open Reaction Database (ORD), a public repository of structured organic reaction records. The task is: describe an organic reaction: reactants, conditions, products, and yield The reactants are OCC1=CC=C(S1)C=1SC(=CC1)C=O (5-Hydroxymethyl-5'-formyl-2,2'-bithiophene), N1=CC=CC=C1 (pyridine), C(C)(=O)OCC (Ethyl acetate), C(C)(=O)OC(C)=O (Acetic anhydride). Run in O (water). The product is C(C)(=O)OCC1=CC=C(S1)C=1SC(=CC1)C=O (5-acetoxymethyl-5'-formyl-2,2'-bithiophene). Isolated yield 95.0%. As a reaction SMILES: [OH:1][CH2:2][C:3]1[S:7][C:6]([C:8]2[S:9][C:10]([CH:13]=[O:14])=[CH:11][CH:12]=2)=[CH:5][CH:4]=1.N1C=CC=CC=1.[C:21](OC(=O)C)(=[O:23])[CH3:22].C(OCC)(=O)C>O>[C:21]([O:1][CH2:2][C:3]1[S:7][C:6]([C:8]2[S:9][C:10]([CH:13]=[O:14])=[CH:11][CH:12]=2)=[CH:5][CH:4]=1)(=[O:23])[CH3:22]. Reported procedure: 5-Hydroxymethyl-5'-formyl-2,2'-bithiophene (0.2 g) and pyridine (1 ml) were mixed together. Acetic anhydride (1 ml) was added slowly into the mixture with stirring. Ethyl acetate (200 ml) and water (50 ml) were added 2 hours later. The ethyl acetate layer was washed with weak base, weak acid and water. The product was concentrated and purified by column chromatography, eluted with ethyl acetate/n-hexane (1/9). Light yellowish crystals were obtained. The melting point of the crystal was 89°-91° C... Starting materials: CCO, Cc1ccc(CN2C(=S)c3cccc4cccc2c34)cc1, [Na+], [OH-], NCCCn1ccnc1. Yields the product Cc1ccc(CN2C(=NCCCn3ccnc3)c3cccc4cccc2c34)cc1. RXN SMILES: [CH2:33]([OH:34])[CH3:35].[CH3:1][c:2]1[cH:3][cH:4][c:5]([CH2:8][N:9]2[C:10](=[S:21])[c:11]3[c:12]4[c:13]([cH:14][cH:15][cH:16][c:17]42)[cH:18][cH:19][cH:20]3)[cH:6][cH:7]1.[Na+:32].[OH-:31].[n:22]1([CH2:27][CH2:28][CH2:29][NH2:30])[cH:23][n:24][cH:25][cH:26]1>>[CH3:1][c:2]1[cH:3][cH:4][c:5]([CH2:8][N:9]2[C:10](=[N:30][CH2:29][CH2:28][CH2:27][n:22]3[cH:23][n:24][cH:25][cH:26]3)[c:11]3[c:12]4[c:13]([cH:14][cH:15][cH:16][c:17]42)[cH:18][cH:19][cH:20]3)[cH:6][cH:7]1. Starting materials: BrC1=CC(=C(C=C1)O)I (4-bromo-2-iodophenol), BrCC(CCCCl)=O (1-bromo-5-chloropentan-2-one), C(=O)([O-])[O-].[K+].[K+] (K2CO3). The solvent is CC(=O)C (acetone). Conditions: time 48 hour. The product is BrC1=CC(=C(OCC(CCCCl)=O)C=C1)I (1-(4-bromo-2-iodophenoxy)-5-chloropentan-2-one). Isolated yield 46.0%. RXN SMILES: [Br:1][C:2]1[CH:7]=[CH:6][C:5]([OH:8])=[C:4]([I:9])[CH:3]=1.Br[CH2:11][C:12](=[O:17])[CH2:13][CH2:14][CH2:15][Cl:16].C([O-])([O-])=O.[K+].[K+]>CC(C)=O>[Br:1][C:2]1[CH:7]=[CH:6][C:5]([O:8][CH2:11][C:12](=[O:17])[CH2:13][CH2:14][CH2:15][Cl:16])=[C:4]([I:9])[CH:3]=1 |f:2.3.4|. Procedure details: The mixture of 4-bromo-2-iodophenol (3.30 g, 11.04 mmol), 1-bromo-5-chloropentan-2-one (75% purity, 3.9 g, 14.66 mmol), and K2CO3 (2.3 g, 16.64 mmol) in acetone (66 mL) was stirred for 48 hours at ambient temperature. The insoluble material was removed by filtration and washed with EtOAc. The filtrate was evaporated in vacuo. The residue was purified by silicagel column chromatography (EtOAc-hexane, a linear gradient of EtOAc from 0 to 25%) afforded 1-(4-bromo-2-iodophenoxy)-5-chloropentan-2-one... Starting materials: BrCCc1ccccc1, CCOC(C)=O, [H-], [Na+], CN(C)C=O, CCOP([O-])OCC. The product is CCOP(=O)(CCc1ccccc1)OCC. As a reaction SMILES: [CH2:11]([CH2:12][c:13]1[cH:14][cH:15][cH:16][cH:17][cH:18]1)[Br:19].[CH3:25][CH2:26][O:27][C:28](=[O:29])[CH3:30].[H-:9].[Na+:10].[O:20]=[CH:21][N:22]([CH3:23])[CH3:24].[P:1]([O:2][CH2:3][CH3:4])([O:5][CH2:6][CH3:7])[O-:8]>>[P:1]([O:2][CH2:3][CH3:4])([O:5][CH2:6][CH3:7])(=[O:8])[CH2:11][CH2:12][c:13]1[cH:14][cH:15][cH:16][cH:17][cH:18]1. Starting materials: FC1=CC2=C(N=C(N=C2C)S(=O)(=O)C)NC1=O (6-fluoro-2-methanesulfonyl-4-methyl-8H-pyrido[2,3-d]pyrimidin-7-one), C1(=CC=CC2=CC=CC=C12)N1CCN(CC1)CCCCO (4-(4-naphthalen-1-yl-piperazin-1-yl)-butan-1-ol). Product: FC1=CC2=C(N=C(N=C2C)OCCCCN2CCN(CC2)C2=CC=CC3=CC=CC=C23)NC1=O (6-Fluoro-4-methyl-2-[4-(4-naphthalen-1-yl-piperazin-1-yl)-butoxy]-8H-pyrido[2,3-d]pyrimidin-7-one). As a reaction SMILES: [F:1][C:2]1[C:16](=[O:17])[NH:15][C:5]2[N:6]=[C:7](S(C)(=O)=O)[N:8]=[C:9]([CH3:10])[C:4]=2[CH:3]=1.[C:18]1([N:28]2[CH2:33][CH2:32][N:31]([CH2:34][CH2:35][CH2:36][CH2:37][OH:38])[CH2:30][CH2:29]2)[C:27]2[C:22](=[CH:23][CH:24]=[CH:25][CH:26]=2)[CH:21]=[CH:20][CH:19]=1>>[F:1][C:2]1[C:16](=[O:17])[NH:15][C:5]2[N:6]=[C:7]([O:38][CH2:37][CH2:36][CH2:35][CH2:34][N:31]3[CH2:32][CH2:33][N:28]([C:18]4[C:27]5[C:22](=[CH:23][CH:24]=[CH:25][CH:26]=5)[CH:21]=[CH:20][CH:19]=4)[CH2:29][CH2:30]3)[N:8]=[C:9]([CH3:10])[C:4]=2[CH:3]=1. Reported procedure: Following the same procedure as in Example H12 and starting from 6-fluoro-2-methanesulfonyl-4-methyl-8H-pyrido[2,3-d]pyrimidin-7-one (300 mg, 1.166 mmol, U.S. Pat. No. 6,498,163) and 4-(4-naphthalen-1-yl-piperazin-1-yl)-butan-1-ol (331 mg, 1.166 mmol), the title compound was made as a solid (323 mg, 0.684 mmol, 58.7%). MS: APCI: M+1: 462.1 (Exact Mass: 461.22).